From a dataset of the Open Reaction Database (ORD), a public repository of structured organic reaction records. describe an organic reaction: reactants, conditions, products, and yield Reactants: BrCCc1ccccc1, CS(C)=O, [H-], [H][H], [Na+], [Na+], [OH-], O, O=c1[nH]nc(-c2ccccc2)c2ccccc12. The product is O=c1c2ccccc2c(-c2ccccc2)nn1CCc1ccccc1. Reaction SMILES: [Br:22][CH2:23][CH2:24][c:25]1[cH:26][cH:27][cH:28][cH:29][cH:30]1.[CH3:33][S:34]([CH3:35])=[O:36].[H-:18].[H:20][H:21].[Na+:19].[Na+:32].[OH-:31].[OH2:37].[c:1]1(-[c:7]2[n:8][nH:9][c:10](=[O:17])[c:11]3[cH:12][cH:13][cH:14][cH:15][c:16]23)[cH:2][cH:3][cH:4][cH:5][cH:6]1>>[c:1]1(-[c:7]2[n:8][n:9]([CH2:23][CH2:24][c:25]3[cH:26][cH:27][cH:28][cH:29][cH:30]3)[c:10](=[O:17])[c:11]3[cH:12][cH:13][cH:14][cH:15][c:16]23)[cH:2][cH:3][cH:4][cH:5][cH:6]1.